Dataset: the Open Reaction Database (ORD), a public repository of structured organic reaction records. Task: describe an organic reaction: reactants, conditions, products, and yield Reactants: Cc1ccc(S(=O)(=O)OCC2CN(Cc3ccccc3)CC2c2ccc(F)cc2)cc1, C1CCOC1, CN. Reaction SMILES: [CH2:1]([c:2]1[cH:3][cH:4][cH:5][cH:6][cH:7]1)[N:8]1[CH2:9][CH:10]([CH2:20][O:21][S:22]([c:23]2[cH:24][cH:25][c:26]([CH3:27])[cH:28][cH:29]2)(=[O:30])=[O:31])[CH:11]([c:13]2[cH:14][cH:15][c:16]([F:19])[cH:17][cH:18]2)[CH2:12]1.[CH2:34]1[O:35][CH2:36][CH2:37][CH2:38]1.[CH3:32][NH2:33]>>[CH2:1]([c:2]1[cH:3][cH:4][cH:5][cH:6][cH:7]1)[N:8]1[CH2:9][CH:10]([CH2:20][NH:33][CH3:32])[CH:11]([c:13]2[cH:14][cH:15][c:16]([F:19])[cH:17][cH:18]2)[CH2:12]1. Yields the product CNCC1CN(Cc2ccccc2)CC1c1ccc(F)cc1. The reactants are Cl.C(#N)C1(CCNCC1)C1=CC=CC=C1 (4-cyano-4-phenylpiperidine hydrochloride), [OH-].[Na+] (NaOH), Br.BrCCCN (3-bromopropylamine hydrobromide), C(=O)([O-])[O-].[K+].[K+] (K2CO3). Solvent: O (water), O1CCOCC1 (1,4-dioxane). Yields the product NCCCN1CCC(CC1)(C1=CC=CC=C1)C#N (1-(3-Aminopropyl)-4-cyano-4-phenylpiperidine). Isolated yield 59.0%. Reaction SMILES: Cl.[C:2]([C:4]1([C:10]2[CH:15]=[CH:14][CH:13]=[CH:12][CH:11]=2)[CH2:9][CH2:8][NH:7][CH2:6][CH2:5]1)#[N:3].[OH-].[Na+].Br.Br[CH2:20][CH2:21][CH2:22][NH2:23].C([O-])([O-])=O.[K+].[K+]>O1CCOCC1.O>[NH2:23][CH2:22][CH2:21][CH2:20][N:7]1[CH2:6][CH2:5][C:4]([C:2]#[N:3])([C:10]2[CH:15]=[CH:14][CH:13]=[CH:12][CH:11]=2)[CH2:9][CH2:8]1 |f:0.1,2.3,4.5,6.7.8|. Procedure: 4-cyano-4-phenylpiperidine hydrochloride (5.01 g, 22.5 mmol, 1.00 equiv, Aldrich) was added to water (100 mL), and the solution was basified to pH 10-11 by addition of 6N aqueous NaOH. The aqueous phase was extracted with CH2Cl2 (3×100 mL). The combined organic solutions were dried over MgSO4 and concentrated. To the residue were added 3-bromopropylamine hydrobromide (4.92 g, 22.5 mmol, 1.00 equiv, Aldrich), anhydrous K2CO3 (3.42 g, 24.8 mmol, 1.10 equiv), and 1,4-dioxane (100 mL). The mixture w... The reactants are CN(C)C=O, COc1ccc(CCl)cc1, [N-]=[N+]=[N-], [Na+], O. Yields the product COc1ccc(CN=[N+]=[N-])cc1. RXN SMILES: [CH3:15][N:16]([CH3:17])[CH:18]=[O:19].[CH3:1][O:2][c:3]1[cH:4][cH:5][c:6]([CH2:7][Cl:8])[cH:9][cH:10]1.[N-:12]=[N+:13]=[N-:14].[Na+:11].[OH2:20]>>[CH3:1][O:2][c:3]1[cH:4][cH:5][c:6]([CH2:7][N:12]=[N+:13]=[N-:14])[cH:9][cH:10]1. Starting materials: C(C)(=O)OC=1C(=C2C(CC3(CCC3)OC2=CC1C(C)C)=O)C (7-isopropyl-5-methyl-4-oxospiro[chroman-2,1′-cyclobutane]-6-yl acetate), Cl.CON (methoxyamine hydrochloride), Cl (hydrogen chloride). Run in C(C)(=O)OCC (ethyl acetate), C(C)(=O)OCC (ethyl acetate), CO (methanol), O1CCCC1 (tetrahydrofuran). Run at temperature 100 celsius, time 10 minute. The product is C(C)(C)C1=C(C(=C2C(CC3(CCC3)OC2=C1)NOC)C)O (7-isopropyl-4-(methoxyamino)-5-methylspiro[chroman-2,1′-cyclobutan]-6-ol). Yield: 59.5%. RXN SMILES: C([O:4][C:5]1[C:6]([CH3:22])=[C:7]2[C:15](=[CH:16][C:17]=1[CH:18]([CH3:20])[CH3:19])[O:14][C:10]1([CH2:13][CH2:12][CH2:11]1)[CH2:9][C:8]2=O)(=O)C.Cl.[CH3:24][O:25][NH2:26].Cl>CO.C(OCC)(=O)C.O1CCCC1>[CH:18]([C:17]1[CH:16]=[C:15]2[C:7]([CH:8]([NH:26][O:25][CH3:24])[CH2:9][C:10]3([O:14]2)[CH2:13][CH2:12][CH2:11]3)=[C:6]([CH3:22])[C:5]=1[OH:4])([CH3:20])[CH3:19] |f:1.2|. Procedure details: A mixture of 7-isopropyl-5-methyl-4-oxospiro[chroman-2,1′-cyclobutane]-6-yl acetate (1.0 g) and methoxyamine hydrochloride (1.0 g) in methanol (3 mL) was microwave heated at 60° C. for 3 min., 100° C. for 5 min., and 120° C. for 10 min. Two runs (total 2 g, 6.62 mmol) were combined. The solution was diluted with ethyl acetate and washed with water and brine. The crude product obtained (6.62 mmol) was dissolved in tetrahydrofuran (5 mL) and borane-pyridine complex (4 mL) at 0° C. followed by hydr...